From a dataset of the Open Reaction Database (ORD), a public repository of structured organic reaction records. describe an organic reaction: reactants, conditions, products, and yield The reactants are CCCc1ccc(-c2ccc3c(c2)C=C(C(=O)OC)CCS3(=O)=O)cc1, COCCOC, Cl. The product is CCCc1ccc(-c2ccc3c(c2)C=C(C(=O)O)CCS3(=O)=O)cc1. Reaction SMILES: [CH2:1]([CH2:2][CH3:3])[c:4]1[cH:5][cH:6][c:7](-[c:10]2[cH:11][cH:12][c:13]3[c:14]([cH:26]2)[CH:15]=[C:16]([C:22](=[O:23])[O:24][CH3:25])[CH2:17][CH2:18][S:19]3(=[O:20])=[O:21])[cH:8][cH:9]1.[CH3:28][O:29][CH2:30][CH2:31][O:32][CH3:33].[ClH:27]>>[CH2:1]([CH2:2][CH3:3])[c:4]1[cH:5][cH:6][c:7](-[c:10]2[cH:11][cH:12][c:13]3[c:14]([cH:26]2)[CH:15]=[C:16]([C:22](=[O:23])[OH:24])[CH2:17][CH2:18][S:19]3(=[O:20])=[O:21])[cH:8][cH:9]1. Isolated yield 48.9%. Solvent: N1=CC=CC=C1 (pyridine). RXN SMILES: [F:1][C:2]1[CH:10]=[N:9][CH:8]=[CH:7][C:3]=1[C:4]([OH:6])=O.[NH2:11][C:12]1[CH:17]=[C:16]([C:18]([F:21])([F:20])[F:19])[CH:15]=[CH:14][C:13]=1[OH:22].CCN=C=NCCCN(C)C>N1C=CC=CC=1>[F:1][C:2]1[CH:10]=[N:9][CH:8]=[CH:7][C:3]=1[C:4]([NH:11][C:12]1[CH:17]=[C:16]([C:18]([F:19])([F:20])[F:21])[CH:15]=[CH:14][C:13]=1[OH:22])=[O:6]. Product: FC1=C(C(=O)NC2=C(C=CC(=C2)C(F)(F)F)O)C=CN=C1 (3-fluoro-N-[2-hydroxy-5-(trifluoromethyl)phenyl]isonicotinamide). Reactants: FC1=C(C(=O)O)C=CN=C1 (3-fluoroisonicotinic acid), NC1=C(C=CC(=C1)C(F)(F)F)O (2-amino-4-(trifluoromethyl)phenol), CCN=C=NCCCN(C)C (WSC). Conditions: temperature 80 celsius. Procedure details: A mixture of 0.49 g of 3-fluoroisonicotinic acid, 0.62 g of 2-amino-4-(trifluoromethyl)phenol, 1.00 g of WSC and 6 ml of pyridine was stirred while heating at 80° C. for two hours. The reaction mixture was cooled to room temperature, and then concentrated. Water was poured into the residue, followed by extraction with ethyl acetate. The organic layer was washed with a saturated sodium chloride solution. The organic layer was dried over anhydrous sodium sulfate, and then concentrated under reduce... Product: O=C(c1ccccc1Nc1ccncc1)N1CCCCC1. Starting materials: COCCO, Clc1ccncc1, Cl, Nc1ccccc1C(=O)N1CCCCC1. RXN SMILES: [CH3:24][O:25][CH2:26][CH2:27][OH:28].[Cl:17][c:18]1[cH:19][cH:20][n:21][cH:22][cH:23]1.[ClH:16].[NH2:1][c:2]1[c:3]([C:4](=[O:5])[N:6]2[CH2:7][CH2:8][CH2:9][CH2:10][CH2:11]2)[cH:12][cH:13][cH:14][cH:15]1>>[NH:1]([c:2]1[c:3]([C:4](=[O:5])[N:6]2[CH2:7][CH2:8][CH2:9][CH2:10][CH2:11]2)[cH:12][cH:13][cH:14][cH:15]1)[c:18]1[cH:19][cH:20][n:21][cH:22][cH:23]1. Starting materials: [C@@H]1([C@@H](O)[C@H](O)[C@H](O)[C@@H](O1)C)OCCN(CCCCCC(=O)OC)CCO[C@H]1[C@@H](O)[C@H](O)[C@H](O)[C@@H](O1)C (methyl 6-(bis{2-[(α-L-fucopyranosyl)oxy]ethyl}amino)hexanoate), [OH-].[Na+] (NaOH), Cl (HCl). The solvent is O (water). Reaction conditions: time 16 hour. Product: [C@@H]1([C@@H](O)[C@H](O)[C@H](O)[C@@H](O1)C)OCCN(CCCCCC(=O)O)CCO[C@H]1[C@@H](O)[C@H](O)[C@H](O)[C@@H](O1)C (6-(bis{2-[(α-L-fucopyranosyl)oxy]ethyl}amino)hexanoic acid). As a reaction SMILES: [C@@H:1]1([O:11][CH2:12][CH2:13][N:14]([CH2:24][CH2:25][O:26][C@@H:27]2[O:35][C@@H:34]([CH3:36])[C@@H:32]([OH:33])[C@@H:30]([OH:31])[C@@H:28]2[OH:29])[CH2:15][CH2:16][CH2:17][CH2:18][CH2:19][C:20]([O:22]C)=[O:21])[O:9][C@@H:8]([CH3:10])[C@@H:6]([OH:7])[C@@H:4]([OH:5])[C@@H:2]1[OH:3].[OH-].[Na+].Cl>O>[C@@H:27]1([O:26][CH2:25][CH2:24][N:14]([CH2:13][CH2:12][O:11][C@@H:1]2[O:9][C@@H:8]([CH3:10])[C@@H:6]([OH:7])[C@@H:4]([OH:5])[C@@H:2]2[OH:3])[CH2:15][CH2:16][CH2:17][CH2:18][CH2:19][C:20]([OH:22])=[O:21])[O:35][C@@H:34]([CH3:36])[C@@H:32]([OH:33])[C@@H:30]([OH:31])[C@@H:28]1[OH:29] |f:1.2|. Reported procedure: To a solution of methyl 6-(bis{2-[(α-L-fucopyranosyl)oxy]ethyl}amino)hexanoate (45 mg, 0.086 mmol) in water (10 mL) was added NaOH (0.086μL, 0.086 mmol, 1.0 M). After stirring for 16 hours, the reaction mixture was neutralized with 0.01 M HCl and the resulting solution was lyophilized to yield the title compound. UPLC Method B: m/e=512.2866 [M+1]; Rt=1.709 min. The reactants are Cl (hydrochloric acid), N(=O)[O-].[Na+] (sodium nitrite), ice, [N-]=[N+]=[N-].[Na+] (sodium azide), BrC1=C(C(=CC=C1)N=C=O)C (1-bromo-3-isocyanato-2-methylbenzene), [Cl-].[Al+3].[Cl-].[Cl-] (aluminium chloride). Run in O (water), CN(C=O)C (N,N-dimethylformamide). Yields the product CC1=C(C=CC=C1Br)N1N=NNC1=O (1-(2-methyl-3-bromophenyl)-1,4-dihydrotetrazole-5-one). Isolated yield 86.1%. As a reaction SMILES: [Cl-].[Al+3].[Cl-].[Cl-].[N-:5]=[N+:6]=[N-:7].[Na+].[Br:9][C:10]1[CH:15]=[CH:14][CH:13]=[C:12]([N:16]=[C:17]=[O:18])[C:11]=1[CH3:19].N([O-])=O.[Na+].Cl>O.CN(C)C=O>[CH3:19][C:11]1[C:10]([Br:9])=[CH:15][CH:14]=[CH:13][C:12]=1[N:16]1[C:17](=[O:18])[NH:7][N:6]=[N:5]1 |f:0.1.2.3,4.5,7.8|. Reported procedure: Anhydrous aluminium chloride 19.7 g was added to N,N-dimethylformamide 220 ml under ice-cooling, and the resulting mixture was stirred for fifteen minutes. Thereto was added sodium azide 9.6 g and the resulting mixture was stirred for fifteen minutes. Thereto was then added 1-bromo-3-isocyanato-2-methylbenzene 30.3 g and the resulting mixture was heated at 80° C. for five hours. After cooling, the reaction solutions was added to a mixture of sodium nitrite 33 g, water 2 L and ice 500 g with stir... Reactants: C1(CCCCC1)Br, C(C(O)=O)(F)(F)F, c12c(c(ccn1)C)cccc2. Reagents/catalysts: c1ccc(cc1)-c2c3ccccc3cc4ccccc24 (9-Phenylanthracene), [Ir](c1c(c(cc(c1)F)F)c1ncccc1)(c1c(c(cc(c1)F)F)c1ncccc1)c1c(c(cc(c1)F)F)c1ncccc1 (Ir(Fppy)3). Solvent: CC(=O)O (AcOH). Reaction conditions: temperature 25 celsius, time 18 hour. Yields the product Cc1cc(nc2ccccc12)C3CCCCC3. Reaction SMILES: [CH3:1][c:2]1[c:11]([c:6]2[n:5][cH:4][cH:3]1)[cH:10][cH:9][cH:8][cH:7]2.Br[CH:12]1[CH2:17][CH2:16][CH2:15][CH2:14][CH2:13]1.OC(C(F)(F)F)=O>>[CH3:1][c:2]1[c:11]([c:6]2[n:5][c:4]([CH:12]3[CH2:17][CH2:16][CH2:15][CH2:14][CH2:13]3)[cH:3]1)[cH:10][cH:9][cH:8][cH:7]2. Reactants: [I-].C[N+]1=NN(C=C1C[Si](C)(C)C)C1=CC=CC=C1 (3-methyl-1-phenyl-4-((trimethylsilyl)methyl)-1H-1,2,3-triazol-3-ium iodide), FC(S(=O)(=O)[N-]S(=O)(=O)C(F)(F)F)(F)F.[Li+] (lithium bis((trifluoromethyl)sulfonyl)amide). The solvent is C(C)#N (acetonitrile). Conditions: time 8 hour. The product is FC(S(=O)(=O)[N-]S(=O)(=O)C(F)(F)F)(F)F.C[N+]1=NN(C=C1C[Si](C)(C)C)C1=CC=CC=C1 (3-methyl-1-phenyl-4-((trimethylsilyl)methyl)-1H-1,2,3-triazol-3-ium bis((trifluoromethyl)sulfonyl)amide). The yield is 77.0%. As a reaction SMILES: [I-].[CH3:2][N+:3]1[C:7]([CH2:8][Si:9]([CH3:12])([CH3:11])[CH3:10])=[CH:6][N:5]([C:13]2[CH:18]=[CH:17][CH:16]=[CH:15][CH:14]=2)[N:4]=1.[F:19][C:20]([F:33])([F:32])[S:21]([N-:24][S:25]([C:28]([F:31])([F:30])[F:29])(=[O:27])=[O:26])(=[O:23])=[O:22].[Li+]>C(#N)C>[F:31][C:28]([F:29])([F:30])[S:25]([N-:24][S:21]([C:20]([F:19])([F:32])[F:33])(=[O:22])=[O:23])(=[O:26])=[O:27].[CH3:2][N+:3]1[C:7]([CH2:8][Si:9]([CH3:12])([CH3:10])[CH3:11])=[CH:6][N:5]([C:13]2[CH:18]=[CH:17][CH:16]=[CH:15][CH:14]=2)[N:4]=1 |f:0.1,2.3,5.6|. Procedure: 3-methyl-1-phenyl-4-((trimethylsilyl)methyl)-1H-1,2,3-triazol-3-ium iodide and lithium bis((trifluoromethyl)sulfonyl)amide were mixed in acetonitrile and stirred overnight. The acetonitrile was removed under vacuum and water and DCM added. The organic layer was washed three times with water and brine and dried in vacuum at 110° C. for 48 hours, yielding 3-methyl-1-phenyl-4-((trimethylsilyl)methyl)-1H-1,2,3-triazol-3-ium bis((trifluoromethyl)sulfonyl)amide. The following structure was confirmed: The solvent is CO (methanol), CO (methanol). Starting materials: C(C)OCC (Diethyl ether), Cl (hydrogen chloride), C(CC1=CC=CC=C1)C1NC(CC1)C(C1=CC2=C(C=C1)OCO2)O (2-[phenethyl]-5-[(3,4-methylenedioxy)-α-hydroxybenzyl]pyrrolidine). The product is Cl.C(CC1=CC=CC=C1)C1NC(CC1)C(C1=CC2=C(C=C1)OCO2)O (2-[Phenethyl]-5-[(3,4-Methylendioxy)α-Hydroxybenzyl]Pyrrolidine Hydrochloride). As a reaction SMILES: [ClH:1].[CH2:2]([CH:10]1[CH2:14][CH2:13][CH:12]([CH:15]([OH:25])[C:16]2[CH:21]=[CH:20][C:19]3[O:22][CH2:23][O:24][C:18]=3[CH:17]=2)[NH:11]1)[CH2:3][C:4]1[CH:9]=[CH:8][CH:7]=[CH:6][CH:5]=1.C(OCC)C>CO>[ClH:1].[CH2:2]([CH:10]1[CH2:14][CH2:13][CH:12]([CH:15]([OH:25])[C:16]2[CH:21]=[CH:20][C:19]3[O:22][CH2:23][O:24][C:18]=3[CH:17]=2)[NH:11]1)[CH2:3][C:4]1[CH:9]=[CH:8][CH:7]=[CH:6][CH:5]=1 |f:4.5|. Procedure: Excess 3% hydrogen chloride in methanol is added to a solution of 1.0 g of ±2-[phenethyl]-5-[(3,4-methylenedioxy)-α-hydroxybenzyl]pyrrolidine in 20 ml of methanol. Diethyl ether is added until precipitation is complete. ±2-[phenethyl]-5-[(3,4-methylenedioxy)-α-hydroxybenzyl]pyrrolidine hydrochloride is filtered, washed with ether, air dried and recrystallized.